describe an organic reaction: reactants, conditions, products, and yield From a dataset of the Open Reaction Database (ORD), a public repository of structured organic reaction records. Starting materials: CCO, Cl, CCOC(=O)CCc1cn(Cc2ccc(OCc3ccc(-c4ccccc4)cn3)cc2)nc1-c1ccc(F)cc1, [Na+], C1CCOC1, [OH-]. Yields the product O=C(O)CCc1cn(Cc2ccc(OCc3ccc(-c4ccccc4)cn3)cc2)nc1-c1ccc(F)cc1. Reaction SMILES: [CH3:49][CH2:50][OH:51].[ClH:48].[F:1][c:2]1[cH:3][cH:4][c:5](-[c:8]2[n:9][n:10]([CH2:20][c:21]3[cH:22][cH:23][c:24]([O:27][CH2:28][c:29]4[n:30][cH:31][c:32](-[c:35]5[cH:36][cH:37][cH:38][cH:39][cH:40]5)[cH:33][cH:34]4)[cH:25][cH:26]3)[cH:11][c:12]2[CH2:13][CH2:14][C:15](=[O:16])[O:17][CH2:18][CH3:19])[cH:6][cH:7]1.[Na+:42].[O:43]1[CH2:44][CH2:45][CH2:46][CH2:47]1.[OH-:41]>>[F:1][c:2]1[cH:3][cH:4][c:5](-[c:8]2[n:9][n:10]([CH2:20][c:21]3[cH:22][cH:23][c:24]([O:27][CH2:28][c:29]4[n:30][cH:31][c:32](-[c:35]5[cH:36][cH:37][cH:38][cH:39][cH:40]5)[cH:33][cH:34]4)[cH:25][cH:26]3)[cH:11][c:12]2[CH2:13][CH2:14][C:15](=[O:16])[OH:17])[cH:6][cH:7]1.